From a dataset of the Open Reaction Database (ORD), a public repository of structured organic reaction records. describe an organic reaction: reactants, conditions, products, and yield Starting materials: BrC=1C(=C2C(=NC1)N(C=C2)COCC[Si](C)(C)C)Cl (5-Bromo-4-chloro-1-{[2-(trimethylsilyl)ethoxy]methyl}-1H-pyrrolo[2,3-b]pyridine), C1(CCCCC1)N (cyclohexylamine), [Cl-].[Na+] (sodium chloride). The solvent is C(CO)O (ethylene glycol). Product: BrC1=C(C2=C(N=C1)N(C=C2)COCC[Si](C)(C)C)NC2CCCCC2 (5-Bromo-N-cyclohexyl-1-{[2-(trimethylsilyl)ethoxy]methyl}-1H-pyrrolo[2,3-b]pyridin-4-amine). Yield: 80.0%. Reaction SMILES: [Br:1][C:2]1[C:3](Cl)=[C:4]2[CH:10]=[CH:9][N:8]([CH2:11][O:12][CH2:13][CH2:14][Si:15]([CH3:18])([CH3:17])[CH3:16])[C:5]2=[N:6][CH:7]=1.[CH:20]1([NH2:26])[CH2:25][CH2:24][CH2:23][CH2:22][CH2:21]1.[Cl-].[Na+]>C(O)CO>[Br:1][C:2]1[CH:7]=[N:6][C:5]2[N:8]([CH2:11][O:12][CH2:13][CH2:14][Si:15]([CH3:18])([CH3:17])[CH3:16])[CH:9]=[CH:10][C:4]=2[C:3]=1[NH:26][CH:20]1[CH2:25][CH2:24][CH2:23][CH2:22][CH2:21]1 |f:2.3|. Procedure details: 5-Bromo-4-chloro-1-{[2-(trimethylsilyl)ethoxy]methyl}-1H-pyrrolo[2,3-b]pyridine (150 mg, 0.415 mmol) and cyclohexylamine (1 mL, 9 mmol) in ethylene glycol (1 mL) were stirred at 200° C. for 2 hour under microwave irradiation. The reaction mixture was allowed to cool to room temperature and, after addition of saturated aqueous sodium chloride, extracted with ethyl acetate. The organic layer was dried over anhydrous sodium sulfate and concentrated under reduced pressure. The residue was purified b... The reactants are [N+](=O)([O-])C=1C=C(C(=O)Cl)C=CC1[N+](=O)[O-] (3,4 dinitrobenzoylchloride), C(C)NCC (diethylamine). The solvent is C(Cl)Cl (methylene chloride), C(Cl)Cl (methylene chloride). Reaction conditions: time 2 hour. Product: C(C)N(C(=O)C1=CC(=C(C=C1)[N+](=O)[O-])[N+](=O)[O-])CC (4-(N,N-diethylcarbamoyl)-1,2-dinitrobenzene). As a reaction SMILES: [N+:1]([C:4]1[CH:5]=[C:6]([CH:10]=[CH:11][C:12]=1[N+:13]([O-:15])=[O:14])[C:7](Cl)=[O:8])([O-:3])=[O:2].[CH2:16]([NH:18][CH2:19][CH3:20])[CH3:17]>C(Cl)Cl>[CH2:16]([N:18]([CH2:19][CH3:20])[C:7]([C:6]1[CH:10]=[CH:11][C:12]([N+:13]([O-:15])=[O:14])=[C:4]([N+:1]([O-:3])=[O:2])[CH:5]=1)=[O:8])[CH3:17]. Procedure details: A solution of 17.4 g. (0.075 mol.) of 3,4 dinitrobenzoylchloride in 250 ml. of methylene chloride is treated at 0°-20° C with a solution of 11 g. (0.15 mol.) of diethylamine in 100 ml. of methylene chloride. The solution is kept at 20°-25° C for 2 hrs., the solvent is evaporated and the residue triturated with water. Recrystallization from methanol affords 4-(N,N-diethylcarbamoyl)-1,2-dinitrobenzene. Reactants: O=C(O)COc1ccccc1, Cc1ccccc1N. The reagents and catalysts are [B-](F)(F)(F)F.CN(C)C(=[N+](C)C)ON1C(=O)C2C3CC(C2C1=O)C=C3 (TNTU), CCN(C(C)C)C(C)C (DIPEA). Solvent: CN(C)C=O (DMF), CN(C)C=O (DMF), CN(C)C=O (DMF), CN(C)C=O (DMF), CN(C)C=O (DMF), CN(C)C=O (DMF). Reaction conditions: temperature 25 celsius, time 2 hour. The product is Cc1ccccc1NC(=O)COc1ccccc1. The yield is 18.8%. Reaction SMILES: Cc1ccccc1N.O=C(O)COc1ccccc1.[B-](F)(F)(F)F.CN(C)C(=[N+](C)C)ON1C(=O)C2C3CC(C2C1=O)C=C3.CCN(C(C)C)C(C)C.CN(C)C=O>>Cc1ccccc1NC(=O)COc1ccccc1. Starting materials: C(C)N1C(NC(C(=C1C(=O)C=1C=C(C=C(C1)C)C=CC#N)C(C)C)=O)=O (3-[3-(3-ethyl-5-isopropyl-2,6-dioxo-1,2,3,6-tetrahydro-pyrimidine-4-carbonyl)-5-methyl-phenyl]-acrylonitrile), C(C)N1C(NC(C(=C1C(=O)C=1C=C(C=C(C1)C)C=CC#N)C(C)C)=O)=O (3-[3-(3-ethyl-5-isopropyl-2,6-dioxo-1,2,3,6-tetrahydro-pyrimidine-4-carbonyl)-5-methyl-phenyl]-acrylonitrile). The reagents and catalysts are [Pd] (palladium on carbon). The solvent is C(C)O (ethanol). Conditions: time 17 hour. The product is C(C)N1C(NC(C(=C1C(=O)C=1C=C(C=C(C1)C)CCC#N)C(C)C)=O)=O (3-[3-(3-ethyl-5-isopropyl-2,6-dioxo-1,2,3,6-tetrahydro-pyrimidine-4-carbonyl)-5-methyl-phenyl]-propionitrile). Yield: 94.3%. RXN SMILES: [CH2:1]([N:3]1[C:8]([C:9]([C:11]2[CH:12]=[C:13]([CH:18]=[CH:19][C:20]#[N:21])[CH:14]=[C:15]([CH3:17])[CH:16]=2)=[O:10])=[C:7]([CH:22]([CH3:24])[CH3:23])[C:6](=[O:25])[NH:5][C:4]1=[O:26])[CH3:2]>[Pd].C(O)C>[CH2:1]([N:3]1[C:8]([C:9]([C:11]2[CH:12]=[C:13]([CH2:18][CH2:19][C:20]#[N:21])[CH:14]=[C:15]([CH3:17])[CH:16]=2)=[O:10])=[C:7]([CH:22]([CH3:23])[CH3:24])[C:6](=[O:25])[NH:5][C:4]1=[O:26])[CH3:2]. Procedure details: 3-[3-(3-Ethyl-5-isopropyl-2,6-dioxo-1,2,3,6-tetrahydro-pyrimidine-4-carbonyl)-5-methyl-phenyl]-acrylonitrile (Compound 73) (190 mg, 0.54 mmol) was stirred with 10% palladium on carbon (20 mg) in anhydrous ethanol (10 mL) at room temperature under an atmosphere of hydrogen. After 17 hr., the reaction mixture was filtered through a celite pad and the pad was washed with ethanol and chloroform. The combined filtrate was evaporated in vacuo and the residue was purified by silica gel column chromatog...